From a dataset of the Open Reaction Database (ORD), a public repository of structured organic reaction records. describe an organic reaction: reactants, conditions, products, and yield The reactants are ClC(COC(C(C(C(F)(F)F)(F)F)(F)F)(F)F)(F)F (perfluorobutyl 2-chloro-2,2-difluoroethyl ether), [OH-].[K+] (KOH). Run in CS(=O)C (DMSO). The product is FC(=COC(C(C(C(F)(F)F)(F)F)(F)F)(F)F)F (perfluorobutyl 2,2-difluorovinyl ether). Isolated yield 81.9%. As a reaction SMILES: Cl[C:2]([F:19])([F:18])[CH2:3][O:4][C:5]([F:17])([F:16])[C:6]([F:15])([F:14])[C:7]([F:13])([F:12])[C:8]([F:11])([F:10])[F:9].[OH-].[K+]>CS(C)=O>[F:18][C:2]([F:19])=[CH:3][O:4][C:5]([F:16])([F:17])[C:6]([F:14])([F:15])[C:7]([F:12])([F:13])[C:8]([F:11])([F:10])[F:9] |f:1.2|. Procedure details: A mixture of perfluorobutyl 2-chloro-2,2-difluoroethyl ether (42.2 g), KOH (50.0 g) and DMSO (0.5 ml) was heated to distill the product bp <68° C. The product was redistilled to give 30.8 g of perfluorobutyl 2,2-difluorovinyl ether, bp 65° C., yield 82%. 19 F NMR (CDCl3) −81.5 (t, J=10 Hz, 3 F), −86.8 (s, 2 F), −91.0 (ddt, J=52, 13, 3 Hz, 1 F), −108.7 (dd, J=52.4 Hz, 1 F), −126.6 (m, 2 F), −127.1 (m, 2 F) ppm. 1 H NMR (CDCl3) 6.14 (dd, J=13, 4 Hz) ppm. Reactants: COCOCC#N (methoxymethoxyacetonitrile), [Na] (sodium), CO (methanol). Yields the product COCOCC(OC)=N (Methyl 2-(methoxymethoxy)acetimidate). RXN SMILES: [CH3:1][O:2][CH2:3][O:4][CH2:5][C:6]#[N:7].[Na].[CH3:9][OH:10]>>[CH3:1][O:2][CH2:3][O:4][CH2:5][C:6](=[NH:7])[O:10][CH3:9] |^1:7|. Reported procedure: Obtained using the procedure described in section a of Example 2, starting with 286.8 g (2.84 moles) of methoxymethoxyacetonitrile [prepared according to D. J. Loder and W. M. Bruner, U.S. Pat. No. 2,398,757; C.A. 1946, 40, 3774] and 6.5 g (0.284 gram-atom) of sodium in 1430 ml of methanol. Reaction time: 2 days. Yld: 302.6 g (80%), b.p.15 62°-65° C. Starting materials: COCC1=NC=CC(=C1Cl)Cl (2-methoxymethyl-3,4-dichloropyridine), FC(OC1=CC=C(C=C1)C(CC)N)F (1-(4-difluoromethoxyphenyl)-propylamine). Yields the product ClC=1C(=NC=CC1NC(CC)C1=CC=C(C=C1)OC(F)F)COC (3-Chloro-4-[1-(4-difluoromethoxyphenyl)]propylamino-2-methoxymethylpyridine). As a reaction SMILES: [CH3:1][O:2][CH2:3][C:4]1[C:9]([Cl:10])=[C:8](Cl)[CH:7]=[CH:6][N:5]=1.[F:12][CH:13]([F:25])[O:14][C:15]1[CH:20]=[CH:19][C:18]([CH:21]([NH2:24])[CH2:22][CH3:23])=[CH:17][CH:16]=1>>[Cl:10][C:9]1[C:4]([CH2:3][O:2][CH3:1])=[N:5][CH:6]=[CH:7][C:8]=1[NH:24][CH:21]([C:18]1[CH:19]=[CH:20][C:15]([O:14][CH:13]([F:12])[F:25])=[CH:16][CH:17]=1)[CH2:22][CH3:23]. Procedure details: was prepared analogously to Example 84 using 2-methoxymethyl-3,4-dichloropyridine and 1-(4-difluoromethoxyphenyl)-propylamine. Starting materials: N1(C=NC=C1)C1=C(C=C(C#N)C=C1)C(F)(F)F (4-(1H-imidazol-1-yl)-3-(trifluoromethyl)-benzonitrile), Cl (hydrochloric acid), C(C)(=O)O (acetic acid). Conditions: temperature 95 celsius, time 16 hour. The product is N1(C=NC=C1)C1=C(C=C(C(=O)O)C=C1)C(F)(F)F (4-(1H-Imidazol-1-yl)-3-(trifluoromethyl)-benzoic acid). Reaction SMILES: [N:1]1([C:6]2[CH:13]=[CH:12]C(C#N)=[CH:8][C:7]=2[C:14]([F:17])([F:16])[F:15])[CH:5]=[CH:4][N:3]=[CH:2]1.Cl.[C:19]([OH:22])(=[O:21])[CH3:20]>>[N:1]1([C:6]2[CH:13]=[CH:12][C:20]([C:19]([OH:22])=[O:21])=[CH:8][C:7]=2[C:14]([F:15])([F:16])[F:17])[CH:5]=[CH:4][N:3]=[CH:2]1. Procedure details: A mixture of 4-(1H-imidazol-1-yl)-3-(trifluoromethyl)-benzonitrile (1.99 g, 8.4 mmol), 12 mL of acetic acid and 6 mL of 12M hydrochloric acid (37%) is shaken for 16 hours at 95° C. After cooling down the reaction mixture is evaporated under reduced pressure. The resulting residue is dissolved in water and the pH is adjusted to ˜5-6 by dropwise addition of 1M sodium hydroxide solution. The precipitate is filtered off, washed with water and dried in vacuo to afford the title compound as a solid. The reactants are COC1=CC=C(C=C1)C(CN1C2=C(C=C1C(=O)OC)C=CS2)=O (methyl 6-[2-(4-methoxyphenyl)-2-oxoethyl]-6H-thieno[2,3-b]pyrrole-5-carboxylate), C(CN)N (ethylenediamine). The solvent is O1CCOCC1 (1,4-dioxane). Product: COC1=CC=C(C=C1)C12N(C(C=3N(C1)C1=C(C3)C=CS1)=O)CCN2 (11a-(4-methoxyphenyl)-2,3,11,11a-tetrahydro-1H,5H-imidazo[1,2-a]thieno[3′,2′:4,5]pyrrolo[1,2-d]pyrazin-5-one). The yield is 73.7%. As a reaction SMILES: [CH3:1][O:2][C:3]1[CH:8]=[CH:7][C:6]([C:9](=O)[CH2:10][N:11]2[C:15]([C:16]([O:18]C)=O)=[CH:14][C:13]3[CH:20]=[CH:21][S:22][C:12]2=3)=[CH:5][CH:4]=1.[CH2:24]([NH2:27])[CH2:25][NH2:26]>O1CCOCC1>[CH3:1][O:2][C:3]1[CH:4]=[CH:5][C:6]([C:9]23[NH:27][CH2:24][CH2:25][N:26]2[C:16](=[O:18])[C:15]2[N:11]([C:12]4[S:22][CH:21]=[CH:20][C:13]=4[CH:14]=2)[CH2:10]3)=[CH:7][CH:8]=1. Procedure details: To a solution of methyl 6-[2-(4-methoxyphenyl)-2-oxoethyl]-6H-thieno[2,3-b]pyrrole-5-carboxylate (100 mg, 0.30 mmol) in 1,4-dioxane (10 mL) was added ethylenediamine (0.78 mL, 12 mmol) and the mixture heated at reflux. The reaction was monitored by LCMS. Upon completion, the reaction mixture was concentrated in vacuo and the residue purified by flash chromatography (1 to 6% methanol-dichloromethane) to yield 11a-(4-methoxyphenyl)-2,3,11,11a-tetrahydro-1H,5H-imidazo[1,2-a]thieno[3′,2′:4,5]pyrrolo... Starting materials: O=C([O-])O, Cc1ccc2cccc(OCc3c(Cl)ccc(NC(=O)CN)c3Cl)c2n1, Cl, [Na+], C1CCOC1. The product is Cc1ccc2cccc(OCc3c(Cl)ccc(NCCN)c3Cl)c2n1. Reaction SMILES: [C:28](=[O:29])([OH:30])[O-:31].[Cl:1][c:2]1[c:3]([CH2:4][O:5][c:6]2[cH:7][cH:8][cH:9][c:10]3[cH:11][cH:12][c:13]([CH3:16])[n:14][c:15]23)[c:17]([Cl:26])[cH:18][cH:19][c:20]1[NH:21][C:22]([CH2:23][NH2:24])=[O:25].[ClH:27].[Na+:32].[O:33]1[CH2:34][CH2:35][CH2:36][CH2:37]1>>[Cl:1][c:2]1[c:3]([CH2:4][O:5][c:6]2[cH:7][cH:8][cH:9][c:10]3[cH:11][cH:12][c:13]([CH3:16])[n:14][c:15]23)[c:17]([Cl:26])[cH:18][cH:19][c:20]1[NH:21][CH2:22][CH2:23][NH2:24]. Starting materials: N([C@@H](CCCNC(N)=N)C(=O)O)C(=O)OC(C)(C)C.Cl.O (BOC-Arg-OH.HCl.H2O), solution, Cl.NC1=CC=C(C(C(=O)O)=C1)O (5-aminosalicylic acid hydrochloride), ClC(=O)OCC(C)C (isobutyl chloroformate). Run in CN(C)C=O (DMF), CN(C)C=O (DMF), CN(C)C=O (DMF). Yields the product N([C@@H](CCCNC(N)=N)C(=O)O)C(=O)OC(C)(C)C (Boc-Arg). Isolated yield 146.1%. RXN SMILES: [NH:1]([C:13]([O:15][C:16]([CH3:19])([CH3:18])[CH3:17])=[O:14])[C@H:2]([C:10]([OH:12])=[O:11])[CH2:3][CH2:4][CH2:5][NH:6][C:7](=[NH:9])[NH2:8].Cl.O.ClC(OCC(C)C)=O.Cl.NC1C=C(C(O)=O)C(O)=CC=1>CN(C=O)C>[NH:1]([C:13]([O:15][C:16]([CH3:19])([CH3:18])[CH3:17])=[O:14])[C@H:2]([C:10]([OH:12])=[O:11])[CH2:3][CH2:4][CH2:5][NH:6][C:7](=[NH:8])[NH2:9] |f:0.1.2,4.5|. Reported procedure: After 381.1 g (1.16 mole) of BOC-Arg-OH.HCl.H2O was dissolved in 1392 ml of DMF, 151 ml of NEM was added to the solution. Then, 152.3 ml of isobutyl chloroformate was dropwise added to the solution at -20° C. The resulting mixture was reacted for 10 minutes. After the reaction, 928 ml of a solution of 219.8 g (1.16 mole) of 5-aminosalicylic acid hydrochloride and 301.6 ml of NEM in DMF was dropwise added to the reaction solution at -15° to -10° C. After the dropwise addition, the mixture was rea... Reactants: COC1=CC=C(C=C1)P(C1=CC=CC2=CC=CC=C12)(C1=CC=C(C=C1)OC)=O (Bis(4-methoxyphenyl)(1-naphthyl)phosphine oxide), Br (hydrobromic acid), [Br-].[K+] (potassium bromide), S(=O)([O-])[O-].[Na+].[Na+] (sodium sulfite), CBr (methyl bromide). The product is OC1=CC=C(C=C1)P(C1=CC=CC2=CC=CC=C12)(C1=CC=C(C=C1)O)=O (Bis(4-hydroxyphenyl)(1-naphthyl)phosphine Oxide). The yield is 81.8%. RXN SMILES: C[O:2][C:3]1[CH:8]=[CH:7][C:6]([P:9](=[O:28])([C:20]2[CH:25]=[CH:24][C:23]([O:26]C)=[CH:22][CH:21]=2)[C:10]2[C:19]3[C:14](=[CH:15][CH:16]=[CH:17][CH:18]=3)[CH:13]=[CH:12][CH:11]=2)=[CH:5][CH:4]=1.Br.[Br-].[K+].S([O-])([O-])=O.[Na+].[Na+].CBr>>[OH:2][C:3]1[CH:8]=[CH:7][C:6]([P:9](=[O:28])([C:20]2[CH:21]=[CH:22][C:23]([OH:26])=[CH:24][CH:25]=2)[C:10]2[C:19]3[C:14](=[CH:15][CH:16]=[CH:17][CH:18]=3)[CH:13]=[CH:12][CH:11]=2)=[CH:5][CH:4]=1 |f:2.3,4.5.6|. Procedure: Bis(4-methoxyphenyl)(1-naphthyl)phosphine oxide (352 g, 0.906 mol), hydrobromic acid (1474 g, 48%, 8.74 mol), and potassium bromide (45 g, 0.378 mol) were heated at 110° C. for 96 h. The flask was fitted with a sodium sulfite scrubber for containment of methyl bromide. The mixture was worked up to give the product as a brown solid (267 g, 82% yield). 31P NMR (d6-DMSO): δ 35.19 (s, 5.2%), 30.96 (s, 74.4%), 27.16 (s, 19.3%). m.p. (DSC): 114.7° C. Reactants: Cl.N1CCC(CC1)NC(=O)C1=CNC2=C1N=CN=C2C2=C(C=C(C(=C2)F)OC)OCC2CC2 (4-(2-cyclopropylmethoxy-5-fluoro-4-methoxy-phenyl)-5H-pyrrolo[3,2-d]pyrimidine-7-carboxylic acid piperidin-4-ylamide hydrochloride), ClC(=O)C1(CC1)OC(C)=O (acetic acid 1-chlorocarbonyl-cyclopropyl ester). Procedure: Starting from 4-(2-cyclopropylmethoxy-5-fluoro-4-methoxy-phenyl)-5H-pyrrolo[3,2-d]pyrimidine-7-carboxylic acid piperidin-4-ylamide hydrochloride (example A166) and acetic acid 1-chlorocarbonyl-cyclopropyl ester the title compound is obtained as colorless solid. The product is OC1(CC1)C(=O)N1CCC(CC1)NC(=O)C1=CNC2=C1N=CN=C2C2=C(C=C(C(=C2)F)OC)OCC2CC2 (4-(2-Cyclopropylmethoxy-5-fluoro-4-methoxy-phenyl)-5H-pyrrolo[3,2-d]pyrimidine-7-carboxylic acid {1-[1-(1-hydroxy-cyclopropyl)methanoyl]-piperidin-4-yl}-amide). As a reaction SMILES: Cl.[NH:2]1[CH2:7][CH2:6][CH:5]([NH:8][C:9]([C:11]2[C:15]3[N:16]=[CH:17][N:18]=[C:19]([C:20]4[CH:25]=[C:24]([F:26])[C:23]([O:27][CH3:28])=[CH:22][C:21]=4[O:29][CH2:30][CH:31]4[CH2:33][CH2:32]4)[C:14]=3[NH:13][CH:12]=2)=[O:10])[CH2:4][CH2:3]1.Cl[C:35]([C:37]1([O:40]C(=O)C)[CH2:39][CH2:38]1)=[O:36]>>[OH:40][C:37]1([C:35]([N:2]2[CH2:3][CH2:4][CH:5]([NH:8][C:9]([C:11]3[C:15]4[N:16]=[CH:17][N:18]=[C:19]([C:20]5[CH:25]=[C:24]([F:26])[C:23]([O:27][CH3:28])=[CH:22][C:21]=5[O:29][CH2:30][CH:31]5[CH2:33][CH2:32]5)[C:14]=4[NH:13][CH:12]=3)=[O:10])[CH2:6][CH2:7]2)=[O:36])[CH2:39][CH2:38]1 |f:0.1|. Reactants: O (water), [C@H]1(CC2=CC=CC3=CC=CC1=C23)N2CCC(CC2)N2C(NC3=C2C=CC=C3)=O ((R)-1-[1-(Acenaphthen-1-yl)piperidin-4-yl]-1,3-dihydro-2H-benzoimidazol-2-one), BrCC(=O)OCC (ethyl bromoacetate), [H-].[Na+] (sodium hydride). Run in CN(C)C=O (DMF). Reaction conditions: temperature 50 celsius, time 30 minute. Yields the product [C@H]1(CC2=CC=CC3=CC=CC1=C23)N2CCC(CC2)N2C(N(C3=C2C=CC=C3)CC(=O)OCC)=O (Ethyl (R)-2-{3-[1-(acenaphthen-1-yl)piperidin-4-yl]-2,3-dihydro-2-oxo-benzoimidazol-1-yl}acetate). The yield is 95.1%. RXN SMILES: [C@H:1]1([N:13]2[CH2:18][CH2:17][CH:16]([N:19]3[C:23]4[CH:24]=[CH:25][CH:26]=[CH:27][C:22]=4[NH:21][C:20]3=[O:28])[CH2:15][CH2:14]2)[C:11]2=[C:12]3[C:7](=[CH:8][CH:9]=[CH:10]2)[CH:6]=[CH:5][CH:4]=[C:3]3[CH2:2]1.[H-].[Na+].Br[CH2:32][C:33]([O:35][CH2:36][CH3:37])=[O:34].O>CN(C=O)C>[C@H:1]1([N:13]2[CH2:18][CH2:17][CH:16]([N:19]3[C:23]4[CH:24]=[CH:25][CH:26]=[CH:27][C:22]=4[N:21]([CH2:32][C:33]([O:35][CH2:36][CH3:37])=[O:34])[C:20]3=[O:28])[CH2:15][CH2:14]2)[C:11]2=[C:12]3[C:7](=[CH:8][CH:9]=[CH:10]2)[CH:6]=[CH:5][CH:4]=[C:3]3[CH2:2]1 |f:1.2|. Reported procedure: (R)-1-[1-(Acenaphthen-1-yl)piperidin-4-yl]-1,3-dihydro-2H-benzoimidazol-2-one (2.3 g, 6 mmol) was dissolved in DMF (20 ml) and sodium hydride (300 mg, 60%) was added. The suspension was stirred at 50° C. for 30 min. After cooling to room temperature, ethyl bromoacetate (1.17 g, 7 mmol) was added and the mixture was stirred for 2 hr. The reaction mixture was poured into water, and the mixture was extracted with ethyl acetate. The extract was washed with water and saturated aqueous ammonium chlori...